This data is from the Open Reaction Database (ORD), a public repository of structured organic reaction records. The task is: describe an organic reaction: reactants, conditions, products, and yield The reactants are ClC1=NC2=CC(=CC(=C2C(=C1C)Cl)F)F (2,4-dichloro-5,7-difluoro-3-methylquinoline), C([O-])([O-])=O.[Cs+].[Cs+] (cesium carbonate), CC1(C2=CC=CC(=C2OC=2C(=CC=CC12)P(C1=CC=CC=C1)C1=CC=CC=C1)P(C1=CC=CC=C1)C1=CC=CC=C1)C ((9,9-dimethyl-9H-xanthene-4,5-diyl)bis(diphenylphosphine)), N1C(CC1)=O (azetidin-2-one). The reagents and catalysts are C=1C=CC(=CC1)/C=C/C(=O)/C=C/C2=CC=CC=C2.C=1C=CC(=CC1)/C=C/C(=O)/C=C/C2=CC=CC=C2.C=1C=CC(=CC1)/C=C/C(=O)/C=C/C2=CC=CC=C2.[Pd].[Pd] (Pd2(dba)3). Solvent: O1CCOCC1 (dioxane), CCOC(=O)C (EtOAc). Reaction conditions: temperature 100 celsius. Product: ClC1=C(C(=NC2=CC(=CC(=C12)F)F)N1C(CC1)=O)C (1-(4-chloro-5,7-difluoro-3-methylquinolin-2-yl)azetidin-2-one). Reaction SMILES: Cl[C:2]1[C:11]([CH3:12])=[C:10]([Cl:13])[C:9]2[C:4](=[CH:5][C:6]([F:15])=[CH:7][C:8]=2[F:14])[N:3]=1.CC1(C)C2C=CC=C(P(C3C=CC=CC=3)C3C=CC=CC=3)C=2OC2C1=CC=CC=2P(C1C=CC=CC=1)C1C=CC=CC=1.[NH:58]1[CH2:61][CH2:60][C:59]1=[O:62].C(=O)([O-])[O-].[Cs+].[Cs+]>O1CCOCC1.CCOC(C)=O.C1C=CC(/C=C/C(/C=C/C2C=CC=CC=2)=O)=CC=1.C1C=CC(/C=C/C(/C=C/C2C=CC=CC=2)=O)=CC=1.C1C=CC(/C=C/C(/C=C/C2C=CC=CC=2)=O)=CC=1.[Pd].[Pd]>[Cl:13][C:10]1[C:9]2[C:4](=[CH:5][C:6]([F:15])=[CH:7][C:8]=2[F:14])[N:3]=[C:2]([N:58]2[CH2:61][CH2:60][C:59]2=[O:62])[C:11]=1[CH3:12] |f:3.4.5,8.9.10.11.12|. Procedure details: The 2,4-dichloro-5,7-difluoro-3-methylquinoline (1.90 g, 7.70 mmol), (9,9-dimethyl-9H-xanthene-4,5-diyl)bis(diphenylphosphine) (XantPhos) (670 mg, 1.20 mmol), azetidin-2-one (550 mg, 7.70 mmol), cesium carbonate (3.50 g, 11.0 mmol) and Pd2(dba)3 (350 mg, 0.39 mmol) were slurried in 26 mL of dry dioxane along with 1.0 grams of activated 3 A molecular sieves. The reaction was heated in an oil bath at 100° C. for 3 h. The reaction was then cooled to rt, diluted with EtOAc and filtered over a pad of... Reactants: Cl.C(#N)C1=CC=C(C=C1)NN (4-cyanophenyl hydrazine hydrochloride), COC(C#N)=C (methoxyacrylonitrile), CC(C)([O-])C.[K+] (potassium tert-butoxide). Solvent: C(C)(C)(C)O (tert-butanol). Yields the product NC1=NN(C=C1)C1=CC=C(C#N)C=C1 (4-(3-Amino-pyrazol-1-yl)-benzonitrile). As a reaction SMILES: Cl.[C:2]([C:4]1[CH:9]=[CH:8][C:7]([NH:10][NH2:11])=[CH:6][CH:5]=1)#[N:3].CO[C:14](=[CH2:17])[C:15]#[N:16].CC(C)([O-])C.[K+]>C(O)(C)(C)C>[NH2:16][C:15]1[CH:14]=[CH:17][N:10]([C:7]2[CH:8]=[CH:9][C:4]([C:2]#[N:3])=[CH:5][CH:6]=2)[N:11]=1 |f:0.1,3.4|. Procedure: Suspend 4-cyanophenyl hydrazine hydrochloride (5 g, 29.58 mmol) in tert-butanol (60 mL). Add methoxyacrylonitrile (2.458 g, 29.58 mmol) and potassium tert-butoxide (3.975 g, 35.49 mmol) and heat the mixture at 90° C. overnight. Concentrate in vacuo and partition the residue between EtOAc/water. Extract the organic phase with 10% hydrochloric acid. Neutralize the aqueous phase with saturated aqueous NaHCO3 and extract twice with EtOAc. Dry the combined organic extracts over MgSO4, filter and conc... The reactants are CC1([C@@H]([C@H]1\C=C\C(C)=O)C(=O)Cl)C ((1R,trans) 2,2-dimethyl-3-[(E)-3-oxo-1-butenyl]-cyclopropane-1-carboxylic acid chloride), C(C)(C)O (isopropanol). Solvent: C1=CC=CC=C1 (benzene). Yields the product CC1([C@@H]([C@H]1\C=C\C(C)=O)C(=O)OC(C)C)C (isopropyl (1R,trans) 2,2-dimethyl-3-[(E)-3-oxo-1-butenyl]-cyclopropane-1-carboxylate). As a reaction SMILES: [CH3:1][C:2]1([CH3:13])[C@H:4](/[CH:5]=[CH:6]/[C:7](=[O:9])[CH3:8])[C@H:3]1[C:10](Cl)=[O:11].[CH:14]([OH:17])([CH3:16])[CH3:15]>C1C=CC=CC=1>[CH3:1][C:2]1([CH3:13])[C@H:4](/[CH:5]=[CH:6]/[C:7](=[O:9])[CH3:8])[C@H:3]1[C:10]([O:17][CH:14]([CH3:16])[CH3:15])=[O:11]. Procedure: Using the procedure of Example 3, 2.9 g of (1R,trans) 2,2-dimethyl-3-[(E)-3-oxo-1-butenyl]-cyclopropane-1-carboxylic acid chloride and 1.15 ml of isopropanol were reacted to obtain 1.46 g of isopropyl (1R,trans) 2,2-dimethyl-3-[(E)-3-oxo-1-butenyl]-cyclopropane-1-carboxylate with a specific rotation of [α]D20 =+63.5°±3° (c=0.3% in benzene). Reactants: ClC1=NC(=NC=C1OC1=CC=C(C=C1)Cl)N=CN(C(C)C)C(C)C (4-chloro-5-(4-chlorophenoxy)-2-(diisopropylaminomethyleneamino)pyrimidine), NC1=CC=C(C=C1)O (4-aminophenol). Solvent: CO (methanol). Run at temperature 24 celsius, time 20 hour. Yields the product Cl.NC1=NC=C(C(=N1)NC1=CC=C(C=C1)O)OC1=CC=C(C=C1)Cl (2-amino-5-(4-chlorophenoxy)-4-(4-hydroxyanilino)pyrimidine hydrochloride). The yield is 85.6%. Reaction SMILES: [Cl:1][C:2]1[C:7]([O:8][C:9]2[CH:14]=[CH:13][C:12]([Cl:15])=[CH:11][CH:10]=2)=[CH:6][N:5]=[C:4]([N:16]=CN(C(C)C)C(C)C)[N:3]=1.[NH2:25][C:26]1[CH:31]=[CH:30][C:29]([OH:32])=[CH:28][CH:27]=1>CO>[ClH:1].[NH2:16][C:4]1[N:3]=[C:2]([NH:25][C:26]2[CH:31]=[CH:30][C:29]([OH:32])=[CH:28][CH:27]=2)[C:7]([O:8][C:9]2[CH:10]=[CH:11][C:12]([Cl:15])=[CH:13][CH:14]=2)=[CH:6][N:5]=1 |f:3.4|. Procedure: Nitrogen was bubbled through a suspension of 10.11 g (27.5 mmol) of 4-chloro-5-(4-chlorophenoxy)-2-(diisopropylaminomethyleneamino)pyrimidine (see Example 2) in 205 ml of methanol for 10 minutes. Then 3.18 g (29.1 mmol) of 4-aminophenol was added and nitrogen bubbled through the suspension for 5 minutes. The solution was then tightly sealed and stirred at 24° C. for 20 hours. Then 50 ml of concentrated hydrochloric acid was added to the mixture and refluxed for 140 minutes. The mixture was coole...